From a dataset of the Open Reaction Database (ORD), a public repository of structured organic reaction records. describe an organic reaction: reactants, conditions, products, and yield Reaction SMILES: [CH3:13][O:14][c:15]1[n:16][cH:17][c:18]([N+:22](=[O:23])[O-:24])[cH:19][c:20]1[CH3:21].[CH3:1][S:2](=[O:3])[CH3:4].[CH3:8][S+:9]([CH3:10])([CH3:11])=[O:12].[H-:6].[I-:7].[Na+:5].[OH2:25]>>[CH3:8][c:17]1[n:16][c:15]([O:14][CH3:13])[c:20]([CH3:21])[cH:19][c:18]1[N+:22](=[O:23])[O-:24]. Yields the product COc1nc(C)c([N+](=O)[O-])cc1C. Starting materials: COc1ncc([N+](=O)[O-])cc1C, CS(C)=O, C[S+](C)(C)=O, [H-], [I-], [Na+], O. Reactants: CCOC1C=CC2=CC=CC=C2N1C(=O)OCC (EEDQ), CCN(C(C)C)C(C)C (DIEA), CN1CCCC1=O (NMP). Run at time 2 hour. Yields the product C1=CC=CC=2OC3=C(C21)C=CC=C3 (Dibenzofuran). RXN SMILES: CCO[CH:4]1N(C(OCC)=O)[C:12]2[C:7](=[CH:8][CH:9]=[CH:10][CH:11]=2)[CH:6]=[CH:5]1.CCN(C(C)C)[CH:22]([CH3:24])[CH3:23].CN1C(=[O:34])CCC1>>[CH:8]1[C:7]2[C:6]3[CH:23]=[CH:22][CH:24]=[CH:4][C:5]=3[O:34][C:12]=2[CH:11]=[CH:10][CH:9]=1. Procedure: Dbf-BAE (0.022 mmol), prepared above (F246), and EEDQ (0.024 mmol) are dissolved in NMP (0.3 mL). After 2 h of stirring at ambient temperature, N-glycylfluoresceinamine (0.022 mmol) and DIEA (0.012 mL, 0.067 mmol) are added as in examples 17 and 19 above. After about 18 h at ambient temperature, protected from light, the solvent is removed under reduced pressure and the residue purified by preparative TLC (reversed phase C18, 1 mm, methanol/500 mM NaCl, 6:4) giving the tracer shown below. ##STR1... Reactants: Cl.Cl.Cl.N1CCC(CC1)N1CC(C1)(N1N=CC(=C1)C=1C2=C(N=CN1)N(C=C2)COCC[Si](C)(C)C)CC#N ({1-piperidin-4-yl-3-[4-(7-{[2-(trimethylsilyl)ethoxy]methyl}-7H-pyrrolo[2,3-d]pyrimidin-4-yl)-1H-pyrazol-1-yl]azetidin-3-yl}acetonitrile trihydrochloride), ClC1=CN=C(C=C1C(=O)O)C(F)(F)F (5-chloro-2-trifluoromethylisonicotinoic acid). Product: ClC1=CN=C(C=C1C(=O)N1CCC(CC1)N1CC(C1)(N1N=CC(=C1)C=1C2=C(N=CN1)NC=C2)CC#N)C(F)(F)F ({1-{1-[5-Chloro-2-(trifluoromethyl)isonicotinoyl]piperidin-4-yl}-3-[4-(7H-pyrrolo[2,3-d]pyrimidin-4-yl)-1H-pyrazol-1-yl]azetidin-3-yl}acetonitrile). Reaction SMILES: Cl.Cl.Cl.[NH:4]1[CH2:9][CH2:8][CH:7]([N:10]2[CH2:13][C:12]([CH2:36][C:37]#[N:38])([N:14]3[CH:18]=[C:17]([C:19]4[C:20]5[CH:27]=[CH:26][N:25](COCC[Si](C)(C)C)[C:21]=5[N:22]=[CH:23][N:24]=4)[CH:16]=[N:15]3)[CH2:11]2)[CH2:6][CH2:5]1.[Cl:39][C:40]1[C:45]([C:46](O)=[O:47])=[CH:44][C:43]([C:49]([F:52])([F:51])[F:50])=[N:42][CH:41]=1>>[Cl:39][C:40]1[C:45]([C:46]([N:4]2[CH2:9][CH2:8][CH:7]([N:10]3[CH2:13][C:12]([CH2:36][C:37]#[N:38])([N:14]4[CH:18]=[C:17]([C:19]5[C:20]6[CH:27]=[CH:26][NH:25][C:21]=6[N:22]=[CH:23][N:24]=5)[CH:16]=[N:15]4)[CH2:11]3)[CH2:6][CH2:5]2)=[O:47])=[CH:44][C:43]([C:49]([F:51])([F:50])[F:52])=[N:42][CH:41]=1 |f:0.1.2.3|. Reported procedure: Reaction of {1-piperidin-4-yl-3-[4-(7-{[2-(trimethylsilyl)ethoxy]methyl}-7H-pyrrolo[2,3-d]pyrimidin-4-yl)-1H-pyrazol-1-yl]azetidin-3-yl}acetonitrile trihydrochloride with 5-chloro-2-trifluoromethylisonicotinoic acid following the procedure described for Example 1, followed by HPLC purification (method B) provided the title compound. LC-MS: 570.2 (M+H)+. 1H NMR (300 MHz, DMSO-d6): δ 12.08 (brs, 1H), 8.92 (, 1H), 8.80 (s, 1H), 8.67 (s, 1H), 8.40 (s, 1H), 8.11 (d, J=14.09 Hz, 1H), 7.59 (d, J=3.30 H... Starting materials: CCO, O=C(O)C1CC1c1cccc([N+](=O)[O-])c1. Yields the product Nc1cccc(C2CC2C(=O)O)c1. Reaction SMILES: [CH3:16][CH2:17][OH:18].[N+:1]([O-:2])(=[O:3])[c:4]1[cH:5][c:6]([CH:10]2[CH:11]([C:13](=[O:14])[OH:15])[CH2:12]2)[cH:7][cH:8][cH:9]1>>[NH2:1][c:4]1[cH:5][c:6]([CH:10]2[CH:11]([C:13](=[O:14])[OH:15])[CH2:12]2)[cH:7][cH:8][cH:9]1. Starting materials: C(C)(C)(C)OC(NCCCC[C@@H](C(NCC1=NC=CC=C1)=O)N)=O ((S)-tert-butyl-5-amino-6-oxo-6-(pyridin-2-ylmethyl-amino)hexylcarbamate), [BH4-].[Na+] (NaBH4), N[C@@H](CCCCNC(OC(C)(C)C)=O)C(NCC1=NC=CC=C1)=O ((S)-tert-butyl 5-amino-6-oxo-6-(pyridin-2-ylmethyl-amino)hexylcarbamate), N1=CC=CC=2CCCC(C12)=O (6,7-dihydroquinolin-8(5H)-one), C(C)(C)(C)OC(=O)NCCCC[C@@H](C(NCC1=NC=CC=C1)=O)NC(OCC1=CC=CC=C1)=O ((S)-benzyl 6-((tert-butoxycarbonyl)-amino)-1-oxo-1-(pyridin-2-ylmethylamino)hexan-2-ylcarbamate). The reagents and catalysts are [Pd] (palladium). The solvent is C(=O)(O)[O-].[Na+] (NaHCO3), C(C)O (ethanol), CO (methanol). Run at temperature 150 celsius, time 2 hour. Product: O=C([C@H](CCCCNC(OC(C)(C)C)=O)NC1CCCC=2C=CC=NC12)NCC1=NC=CC=C1 (tert-butyl(S)-6-oxo-6-(pyridin-2-ylmethylamino)-5-(5,6,7,8-tetrahydroquinolin-8-ylamino)hexylcarbamate). Reaction SMILES: [C:1]([O:5][C:6](=[O:24])[NH:7][CH2:8][CH2:9][CH2:10][CH2:11][C@H:12]([NH2:23])[C:13](=[O:22])[NH:14][CH2:15][C:16]1[CH:21]=[CH:20][CH:19]=[CH:18][N:17]=1)([CH3:4])([CH3:3])[CH3:2].C(OC(NCCCC[C@H](NC(=O)OCC1C=CC=CC=1)C(=O)NCC1C=CC=CN=1)=O)(C)(C)C.[N:59]1[C:68]2[C:67](=O)[CH2:66][CH2:65][CH2:64][C:63]=2[CH:62]=[CH:61][CH:60]=1.[BH4-].[Na+]>CO.C(O)C.C([O-])(O)=O.[Na+].[Pd]>[O:22]=[C:13]([NH:14][CH2:15][C:16]1[CH:21]=[CH:20][CH:19]=[CH:18][N:17]=1)[C@@H:12]([NH:23][CH:67]1[C:68]2[N:59]=[CH:60][CH:61]=[CH:62][C:63]=2[CH2:64][CH2:65][CH2:66]1)[CH2:11][CH2:10][CH2:9][CH2:8][NH:7][C:6](=[O:24])[O:5][C:1]([CH3:4])([CH3:2])[CH3:3] |f:3.4,7.8|. Procedure details: To a cold (0° C.) solution of Boc-Lys(Z)—OH (Bachem, 10.0 g, 26.3 mmol) in dimethylformamide (80 mL) was added hydroxybenzotriazole-hydrate (4.3 g, 31.6 mmol), triethylamine (7.3 mL, 52.6 mmol) and EDAC (6.1 g, 31.6 mmol). After stirring at 0° C. for 1 h, 2-aminomethylpyridine (3.0 mL, 28.9 mmol) was added to the mixture. The mixture was warmed to room temperature and stirred for an additional 17 h. The mixture was diluted with aqueous saturated NaHCO3 and extracted with ethyl acetate. The organ... Starting materials: ( A6 ), reaction mixture, NC1=NC(=CC(=C1)C)C (2-amino-4,6-dimethylpyridine), CC(C)([O-])C.[K+] (potassium tert-butoxide), ( A7 ), Cl (hydrochloric acid), BrC=1C=C(C(=NC1)C#N)F (5-bromo-2-cyano-3-fluoropyridine). Solvent: C1CCOC1 (THF), C1CCOC1 (THF). Conditions: time 10 minute. Yields the product BrC=1C=C(C(=NC1)C#N)NC1=NC(=CC(=C1)C)C (5-bromo-3-[(4,6-dimethylpyridin-2-yl)amino]pyridine-2-carbonitrile). RXN SMILES: [NH2:1][C:2]1[CH:7]=[C:6]([CH3:8])[CH:5]=[C:4]([CH3:9])[N:3]=1.CC(C)([O-])C.[K+].[Br:16][C:17]1[CH:18]=[C:19](F)[C:20]([C:23]#[N:24])=[N:21][CH:22]=1.Cl>C1COCC1>[Br:16][C:17]1[CH:18]=[C:19]([NH:1][C:2]2[CH:7]=[C:6]([CH3:8])[CH:5]=[C:4]([CH3:9])[N:3]=2)[C:20]([C:23]#[N:24])=[N:21][CH:22]=1 |f:1.2|. Procedure: This example describes the conversion of (A6) to (A7) as illustrated in Scheme 1. To a solution of 2-amino-4,6-dimethylpyridine (30.4 g, 249 mmol) in THF (200 mL) at 0° C. was added potassium tert-butoxide (1.0 M in THF, 249 mL, 250 mmol) at such a rate to keep the internal temperature less then 10° C. After the addition was complete, the reaction mixture was stirred for 10 min, and then ˜60% of the reaction mixture was transferred via cannula to a cooled solution of 5-bromo-2-cyano-3-fluoropyri... The reactants are CCc1cc2c(OCc3ccccc3)cccn2c1Cc1ccccc1-c1ccccc1, ClC(Cl)Cl. The product is CCc1cc2c(OCc3ccccc3)cccn2c1Cc1ccccc1. As a reaction SMILES: [CH2:1]([c:2]1[cH:3][cH:4][cH:5][cH:6][cH:7]1)[O:8][c:9]1[cH:10][cH:11][cH:12][n:13]2[c:14]([CH2:20][c:21]3[c:22](-[c:27]4[cH:28][cH:29][cH:30][cH:31][cH:32]4)[cH:23][cH:24][cH:25][cH:26]3)[c:15]([CH2:18][CH3:19])[cH:16][c:17]12.[Cl:33][CH:34]([Cl:35])[Cl:36]>>[CH2:1]([c:2]1[cH:3][cH:4][cH:5][cH:6][cH:7]1)[O:8][c:9]1[cH:10][cH:11][cH:12][n:13]2[c:14]([CH2:20][c:21]3[cH:22][cH:23][cH:24][cH:25][cH:26]3)[c:15]([CH2:18][CH3:19])[cH:16][c:17]12.